Dataset: the Open Reaction Database (ORD), a public repository of structured organic reaction records. Task: describe an organic reaction: reactants, conditions, products, and yield Run at temperature 150 celsius, time 4 hour. As a reaction SMILES: [OH:1][CH2:2][CH2:3][CH2:4][C:5](O)=O.[NH2:8][C:9]1[C:14]([NH2:15])=[CH:13][CH:12]=[CH:11][N:10]=1.Cl.N>>[OH:1][CH2:2][CH2:3][CH2:4][C:5]1[NH:8][C:9]2[C:14]([N:15]=1)=[CH:13][CH:12]=[CH:11][N:10]=2. Yields the product OCCCC=1NC2=NC=CC=C2N1 (2-(3-Hydroxypropyl)-3H-imidazo[5,4-b]pyridine). Starting materials: OCCCC(=O)O (4-hydroxybutyric acid), NC1=NC=CC=C1N (2,3-diaminopyridine), Cl (hydrochloric acid), N (ammonia). Procedure details: 0.83 g of 4-hydroxybutyric acid (prepared as described in Preparation 32) was added to 0.77 g of 2,3-diaminopyridine, and the resulting mixture was stirred at 150° C. for 4 hours. At the end of this time, the reaction mixture was treated with 3N aqueous hydrochloric acid and subsequently made alkaline by the addition of aqueous ammonia. The aqueous mixture was evaporated to dryness under reduced pressure, and then the resulting residue was purified by column chromatography through silica gel, us... The yield is 66.4%. Starting materials: CC(C)(C)[Si](C)(C)OCCCCC(c1cc(F)ccc1F)S(=O)(=O)c1ccc(Cl)cc1, [Li]CCCC, CCCCCC, CI, C1CCOC1, O. Product: CC(C)(C)[Si](C)(C)OCCCCC(C)(c1cc(F)ccc1F)S(=O)(=O)c1ccc(Cl)cc1. Reaction SMILES: [C:12]([CH3:13])([CH3:14])([CH3:15])[Si:16]([O:17][CH2:18][CH2:19][CH2:20][CH2:21][CH:22]([S:23](=[O:24])(=[O:25])[c:26]1[cH:27][cH:28][c:29]([Cl:32])[cH:30][cH:31]1)[c:33]1[c:34]([F:40])[cH:35][cH:36][c:37]([F:39])[cH:38]1)([CH3:41])[CH3:42].[CH2:1]([Li:2])[CH2:3][CH2:4][CH3:5].[CH3:6][CH2:7][CH2:8][CH2:9][CH2:10][CH3:11].[I:43][CH3:44].[O:45]1[CH2:46][CH2:47][CH2:48][CH2:49]1.[OH2:50]>>[CH3:1][C:22]([CH2:21][CH2:20][CH2:19][CH2:18][O:17][Si:16]([C:12]([CH3:13])([CH3:14])[CH3:15])([CH3:41])[CH3:42])([S:23](=[O:24])(=[O:25])[c:26]1[cH:27][cH:28][c:29]([Cl:32])[cH:30][cH:31]1)[c:33]1[c:34]([F:40])[cH:35][cH:36][c:37]([F:39])[cH:38]1. The reactants are BrCC(C(C)(C)C)=O (1-bromo-3,3-dimethyl-2-butanone), OO (hydrogen peroxide), C1CCC(CC1)S (cyclohexylthiol), [OH-].[K+] (potassium hydroxide). Reagents/catalysts: [O-][W](=O)(=O)[O-].[Na+].[Na+] (sodium tungstate). Solvent: C(C)O (ethanol). Reaction conditions: time 24 hour. The product is C1(CCCCC1)S(=O)(=O)CC(C(C)(C)C)=O (1-cyclohexylsulfonyl-3,3-dimethyl-2-butanone). The yield is 28.7%. As a reaction SMILES: [CH2:1]1[CH2:6][CH2:5][CH:4]([SH:7])[CH2:3][CH2:2]1.[OH-:8].[K+].Br[CH2:11][C:12](=[O:17])[C:13]([CH3:16])([CH3:15])[CH3:14].[OH:18]O>C(O)C.[O-][W]([O-])(=O)=O.[Na+].[Na+]>[CH:4]1([S:7]([CH2:11][C:12](=[O:17])[C:13]([CH3:16])([CH3:15])[CH3:14])(=[O:18])=[O:8])[CH2:5][CH2:6][CH2:1][CH2:2][CH2:3]1 |f:1.2,6.7.8|. Reported procedure: To cyclohexylthiol (23 g, 0.198 mole), a solution of potassium hydroxide (13.7 g, 0.207 mole) in ethanol (80 ml) was added dropwise at 15° C., followed by stirring at the same temperature for 24 hours. After 1-bromo-3,3-dimethyl-2-butanone (35.4 g, 0.198 mole) was added dropwise to the reaction mixture at 10°-15° C. and continued to stir at 20° C. for 5 hours, sodium tungstate (2.5 g) was added. Then, 30% hydrogen peroxide (220 g, 1.96 mole) was added dropwise at 45°-50° C. and reacted with stir... Starting materials: C1(CCCCC1)O (cyclohexanol), ClCC(=O)[O-].[Na+] (sodium chloroacetate). Solvent: C1CCOC1 (THF), CS(=O)C (DMSO). Conditions: temperature 25 celsius. The product is C1(CCCCC1)OCC(=O)O (Cyclohexyloxy acetic acid). The yield is 83.1%. RXN SMILES: [CH:1]1([OH:7])[CH2:6][CH2:5][CH2:4][CH2:3][CH2:2]1.Cl[CH2:9][C:10]([O-:12])=[O:11].[Na+]>C1COCC1.CS(C)=O>[CH:1]1([O:7][CH2:9][C:10]([OH:12])=[O:11])[CH2:6][CH2:5][CH2:4][CH2:3][CH2:2]1 |f:1.2|. Reported procedure: A solution of cyclohexanol (1.75 g, 17.5 mmol) in THF was added, and the mixture was warmed to 25° C. for 1 hour. The THF was removed by distillation under vacuum, and a solution of sodium chloroacetate (2.5 g, 22 mmol) in DMSO (50 ml) was added. The reaction mixture was treated as in Example 3 and 2.3 g of product (83% yield) was obtained as a colorless oil. Reactants: CC=1OC(=NN1)CSC1=CC=C(C=C1)[N+](=O)[O-] (2-methyl-5-[[(4-nitrophenyl)sulfanyl]methyl]-1,3,4-oxadiazole), reduced iron. Run in C(C)(=O)O (acetic acid). Reaction conditions: time 240 hour. The product is CC1=NN=C(O1)CSC1=CC=C(N)C=C1 (4-[[(5-methyl-1,3,4-oxadiazol-2-yl)methyl]sulfanyl]aniline). Isolated yield 75.7%. RXN SMILES: [CH3:1][C:2]1[O:3][C:4]([CH2:7][S:8][C:9]2[CH:14]=[CH:13][C:12]([N+:15]([O-])=O)=[CH:11][CH:10]=2)=[N:5][N:6]=1>C(O)(=O)C>[CH3:1][C:2]1[O:3][C:4]([CH2:7][S:8][C:9]2[CH:14]=[CH:13][C:12]([NH2:15])=[CH:11][CH:10]=2)=[N:5][N:6]=1. Procedure: To 2-methyl-5-[[(4-nitrophenyl)sulfanyl]methyl]-1,3,4-oxadiazole (3.3 g) was added acetic acid (33 ml), and reduced iron (9.9 g) was added to the mixture, and the mixture was stirred for 240 hours at room temperature. The mixture was filtered with Celite, and the mixture was washed with ethyl acetate. The solvent was removed under reduced pressure, and the obtained residue was purified by silica gel column chromatography, to give 4-[[(5-methyl-1,3,4-oxadiazol-2-yl)methyl]sulfanyl]aniline (2.2 g)... Reactants: [H-].[Na+] (sodium hydride), ClC1=C(COC2=CC3=C(C(CO3)C(=O)OC)C=C2)C=CC(=C1)Cl (methyl 6-((2,4-dichlorobenzyl)oxy)-2,3-dihydro-1-benzofuran-3-carboxylate), IC (iodomethane). Solvent: CN(C)C=O (DMF). Conditions: time 30 minute. Yields the product ClC1=C(COC2=CC3=C(C(CO3)(C(=O)OC)C)C=C2)C=CC(=C1)Cl (Methyl 6-((2,4-dichlorobenzyl)oxy)-3-methyl-2,3-dihydro-1-benzofuran-3-carboxylate). RXN SMILES: [Cl:1][C:2]1[CH:22]=[C:21]([Cl:23])[CH:20]=[CH:19][C:3]=1[CH2:4][O:5][C:6]1[CH:18]=[CH:17][C:9]2[CH:10]([C:13]([O:15][CH3:16])=[O:14])[CH2:11][O:12][C:8]=2[CH:7]=1.[H-].[Na+].I[CH3:27]>CN(C=O)C>[Cl:1][C:2]1[CH:22]=[C:21]([Cl:23])[CH:20]=[CH:19][C:3]=1[CH2:4][O:5][C:6]1[CH:18]=[CH:17][C:9]2[C:10]([CH3:27])([C:13]([O:15][CH3:16])=[O:14])[CH2:11][O:12][C:8]=2[CH:7]=1 |f:1.2|. Reported procedure: To a mixture of methyl 6-((2,4-dichlorobenzyl)oxy)-2,3-dihydro-1-benzofuran-3-carboxylate (150 mg) in DMF (dry) (3.0 mL) was added sodium hydride (18.7 mg) at 0° C. After 30 min, to the mixture was added iodomethane (0.034 mL) at 0° C. The mixture was allowed to room temperature and stirred at room temperature overnight. The mixture was quenched with water at 0° C. and extracted with EtOAc. The combined organic layer was washed successively with water and brine, dried over MgSO4, filtered and co... Reactants: Cl (hydrochloric acid), O1CCOCC1 (dioxane), Cl (hydrogen chloride), O1CCOCC1 (dioxane), FC=1C=CC\2=C(OCC3=C(/C2=C\C2=CC4=C(N(\C(\N4)=N\C#N)[C@@H](CN4CCOCC4)C)C=C2)C=CC=C3F)C1 ((E)-N—((R)-5-((E)-3,7-difluoro-6H-dibenzo[b,e]oxepin-11-ylidenemethyl)-1-(1-methyl-2-morpholin-4-yl-ethyl)-1,3-dihydro-benzoimidazol-2-ylidene)-cyanamide). Run at time 48 hour. The product is FC=1C=CC\2=C(OCC3=C(/C2=C\C2=CC4=C(N(\C(\N4)=N\C(=O)N)[C@@H](CN4CCOCC4)C)C=C2)C=CC=C3F)C1 ((E)-N-(5-((E)-3,7-Difluoro-6H-dibenzo[b,e]oxepin-11-ylidenemethyl)-1-((R)-1-methyl-2-morpholin-4-yl-ethyl)-1,3-dihydro-benzoimidazol-2-ylidene)-urea). Isolated yield 38.0%. RXN SMILES: Cl.[F:2][C:3]1[CH:4]=[CH:5][C:6]2=[C:7]([CH:40]=1)[O:8][CH2:9][C:10]1[C:38]([F:39])=[CH:37][CH:36]=[CH:35][C:11]=1/[C:12]/2=[CH:13]\[C:14]1[CH:34]=[CH:33][C:17]2[N:18]([C@H:24]([CH3:32])[CH2:25][N:26]3[CH2:31][CH2:30][O:29][CH2:28][CH2:27]3)/[C:19](=[N:21]/[C:22]#[N:23])/[NH:20][C:16]=2[CH:15]=1.[O:41]1CCOCC1>>[F:2][C:3]1[CH:4]=[CH:5][C:6]2=[C:7]([CH:40]=1)[O:8][CH2:9][C:10]1[C:38]([F:39])=[CH:37][CH:36]=[CH:35][C:11]=1/[C:12]/2=[CH:13]\[C:14]1[CH:34]=[CH:33][C:17]2[N:18]([C@H:24]([CH3:32])[CH2:25][N:26]3[CH2:31][CH2:30][O:29][CH2:28][CH2:27]3)/[C:19](=[N:21]/[C:22]([NH2:23])=[O:41])/[NH:20][C:16]=2[CH:15]=1. Reported procedure: Prepare a solution of 4 M hydrogen chloride in dioxane by diluting 12 M hydrochloric acid (10 mL) with dioxane (20 mL). Slowly add this solution to (E)-N—((R)-5-((E)-3,7-difluoro-6H-dibenzo[b,e]oxepin-11-ylidenemethyl)-1-(1-methyl-2-morpholin-4-yl-ethyl)-1,3-dihydro-benzoimidazol-2-ylidene)-cyanamide (0.005 mol, 3.0 g) at room temperature and stir for 48 hours. Quench the reaction mixture with aqueous 4 N potassium hydroxide solution, extract with dichloromethane and wash with saturated sodium b... Reactants: COC(=O)C=1C=C2C(=CN(C2=CC1)CC(=O)N1[C@@H]2C[C@@H]2C[C@H]1C(NCC1=C(C(=CC=C1)Cl)F)=O)C(C)=O (3-acetyl-1-{2-[(1R,3S,5R)-3-(3-chloro-2-fluoro-benzylcarbamoyl)-2-aza-bicyclo[3.1.0]hex-2-yl]-2-oxo-ethyl}-1H-indole-5-carboxylic acid methyl ester), [Li+].[OH-] (LiOH), Cl (HCl). Solvent: C1CCOC1 (THF), O (water). Reaction conditions: time 60 hour. Product: C(C)(=O)C1=CN(C2=CC=C(C=C12)C(=O)O)CC(=O)N1[C@@H]2C[C@@H]2C[C@H]1C(NCC1=C(C(=CC=C1)Cl)F)=O (3-Acetyl-1-{2-[(1R,3S,5R)-3-(3-chloro-2-fluoro-benzylcarbamoyl)-2-aza-bicyclo[3.1.0]hex-2-yl]-2-oxo-ethyl}-1H-indole-5-carboxylic acid). Reaction SMILES: C[O:2][C:3]([C:5]1[CH:6]=[C:7]2[C:11](=[CH:12][CH:13]=1)[N:10]([CH2:14][C:15]([N:17]1[C@H:22]([C:23](=[O:34])[NH:24][CH2:25][C:26]3[CH:31]=[CH:30][CH:29]=[C:28]([Cl:32])[C:27]=3[F:33])[CH2:21][C@@H:20]3[C@H:18]1[CH2:19]3)=[O:16])[CH:9]=[C:8]2[C:35](=[O:37])[CH3:36])=[O:4].[Li+].[OH-].Cl>C1COCC1.O>[C:35]([C:8]1[C:7]2[C:11](=[CH:12][CH:13]=[C:5]([C:3]([OH:4])=[O:2])[CH:6]=2)[N:10]([CH2:14][C:15]([N:17]2[C@H:22]([C:23](=[O:34])[NH:24][CH2:25][C:26]3[CH:31]=[CH:30][CH:29]=[C:28]([Cl:32])[C:27]=3[F:33])[CH2:21][C@@H:20]3[C@H:18]2[CH2:19]3)=[O:16])[CH:9]=1)(=[O:37])[CH3:36] |f:1.2|. Procedure: To a solution of 3-acetyl-1-{2-[(1R,3S,5R)-3-(3-chloro-2-fluoro-benzylcarbamoyl)-2-aza-bicyclo[3.1.0]hex-2-yl]-2-oxo-ethyl}-1H-indole-5-carboxylic acid methyl ester (141 mg, 0.268 mmol) in THF (3 mL) and water (0.3 mL) was added 2N LiOH (1.07 mL, 2.14 mmol). Stirring of the reaction mixture was continued at 50° C. for 60 h. After cooling to RT, a 1N HCl solution was added to adjust to pH=2-3, and the resulting aqueous suspension was extracted with CH2Cl2 (3×). The combined organics were dried (p... The reactants are O=C(NC1CCCCC1O)c1cc(Br)c(OCc2ccccn2)nc1C(F)(F)F, OB(O)c1ccc(Cl)c(Cl)c1. Yields the product O=C(NC1CCCCC1O)c1cc(-c2ccc(Cl)c(Cl)c2)c(OCc2ccccn2)nc1C(F)(F)F. RXN SMILES: [Br:1][c:2]1[c:3]([O:22][CH2:23][c:24]2[n:25][cH:26][cH:27][cH:28][cH:29]2)[n:4][c:5]([C:18]([F:19])([F:20])[F:21])[c:6]([C:7](=[O:8])[NH:9][CH:10]2[CH:11]([OH:16])[CH2:12][CH2:13][CH2:14][CH2:15]2)[cH:17]1.[Cl:30][c:31]1[cH:32][c:33]([B:38]([OH:39])[OH:40])[cH:34][cH:35][c:36]1[Cl:37]>>[c:2]1(-[c:33]2[cH:32][c:31]([Cl:30])[c:36]([Cl:37])[cH:35][cH:34]2)[c:3]([O:22][CH2:23][c:24]2[n:25][cH:26][cH:27][cH:28][cH:29]2)[n:4][c:5]([C:18]([F:19])([F:20])[F:21])[c:6]([C:7](=[O:8])[NH:9][CH:10]2[CH:11]([OH:16])[CH2:12][CH2:13][CH2:14][CH2:15]2)[cH:17]1.